From a dataset of the Open Reaction Database (ORD), a public repository of structured organic reaction records. describe an organic reaction: reactants, conditions, products, and yield The reactants are COc1ccc(N2C(=O)N(c3ccc(OC)cc3)C(C)c3cnc(Cl)nc32)cc1, ClCCl, Nc1ccccc1. The product is COc1ccc(N2C(=O)N(c3ccc(OC)cc3)C(C)c3cnc(Nc4ccccc4)nc32)cc1. RXN SMILES: [Cl:1][c:2]1[n:3][cH:4][c:5]2[c:6]([n:7]1)[N:8]([c:22]1[cH:23][cH:24][c:25]([O:28][CH3:29])[cH:26][cH:27]1)[C:9](=[O:21])[N:10]([c:13]1[cH:14][cH:15][c:16]([O:19][CH3:20])[cH:17][cH:18]1)[CH:11]2[CH3:12].[Cl:37][CH2:38][Cl:39].[NH2:30][c:31]1[cH:32][cH:33][cH:34][cH:35][cH:36]1>>[c:2]1([NH:30][c:31]2[cH:32][cH:33][cH:34][cH:35][cH:36]2)[n:3][cH:4][c:5]2[c:6]([n:7]1)[N:8]([c:22]1[cH:23][cH:24][c:25]([O:28][CH3:29])[cH:26][cH:27]1)[C:9](=[O:21])[N:10]([c:13]1[cH:14][cH:15][c:16]([O:19][CH3:20])[cH:17][cH:18]1)[CH:11]2[CH3:12].